This data is from the Open Reaction Database (ORD), a public repository of structured organic reaction records. The task is: describe an organic reaction: reactants, conditions, products, and yield Starting materials: S(=O)(=O)(C1=CC=C(C)C=C1)N1C=CC2=C1N=CN=C2N[C@H]2CN(CCC2)C(=O)OC(C)(C)C ((R)-tert-butyl 3-(7-tosyl-7H-pyrrolo[2,3-d]pyrimidin-4-ylamino)piperidine-1-carboxylate), Cl (HCl). Reaction conditions: time 1.5 hour. The solvent is O (water), CO (MeOH). Reported procedure: To a solution of (R)-tert-butyl 3-(7-tosyl-7H-pyrrolo[2,3-d]pyrimidin-4-ylamino)piperidine-1-carboxylate (20 g, 42.5 mmol) in MeOH (100 mL) was added conc. HCl (100 mL) at 0° C. and the reaction mixture was stirred for 1.5 h. The solvent was removed in vacuo to give a residue which was dissolved in water (50 mL). The aqueous phase was washed with ether and the aqueous phase was adjusted to a pH 10. The aqueous layer was then extracted with EtOAc (3×30 mL), combined, dried (Na2SO4) and concentrat... As a reaction SMILES: [S:1]([N:11]1[C:15]2[N:16]=[CH:17][N:18]=[C:19]([NH:20][C@@H:21]3[CH2:26][CH2:25][CH2:24][N:23](C(OC(C)(C)C)=O)[CH2:22]3)[C:14]=2[CH:13]=[CH:12]1)([C:4]1[CH:10]=[CH:9][C:7]([CH3:8])=[CH:6][CH:5]=1)(=[O:3])=[O:2].Cl>CO.O>[NH:23]1[CH2:24][CH2:25][CH2:26][C@@H:21]([NH:20][C:19]2[C:14]3[CH:13]=[CH:12][N:11]([S:1]([C:4]4[CH:10]=[CH:9][C:7]([CH3:8])=[CH:6][CH:5]=4)(=[O:3])=[O:2])[C:15]=3[N:16]=[CH:17][N:18]=2)[CH2:22]1. Product: N1C[C@@H](CCC1)NC=1C2=C(N=CN1)N(C=C2)S(=O)(=O)C2=CC=C(C)C=C2 ((R)—N-(piperidin-3-yl)-7-tosyl-7H-pyrrolo[2,3-d]pyrimidin-4-amine). Yield: 95.0%. The reactants are Cl (HCl), C(#N)C1=C(C=CC=C1)C1=CC=C(C=C1)CN(C(CCCC)=O)C1=C(C=C(C(=O)OC)C=C1)[N+](=O)[O-] (methyl 4-[N-(2'-cyanobiphenyl-4-yl)methyl-N-valerylamino]-3-nitrobenzoate), [N-]=[N+]=[N-].[Na+] (sodium azide), [Cl-].[NH4+] (ammonium chloride). Solvent: CN(C)C=O (DMF), O (water). Conditions: temperature 115 celsius, time 5 day. Yields the product C(CCC)C1=NC2=C(N1CC1=CC=C(C=C1)C1=C(C=CC=C1)C1=NN=NN1)C=CC(=C2)C(=O)OC (Methyl 2-butyl-1-[[2'-(1H-tetrazol-5-yl)biphenyl-4-yl]methyl]benzimidazole-5-carboxylate). Isolated yield 39.8%. RXN SMILES: [C:1]([C:3]1[CH:8]=[CH:7][CH:6]=[CH:5][C:4]=1[C:9]1[CH:14]=[CH:13][C:12]([CH2:15][N:16]([C:23]2[CH:32]=[CH:31][C:26]([C:27]([O:29][CH3:30])=[O:28])=[CH:25][C:24]=2[N+:33]([O-])=O)[C:17](=O)[CH2:18][CH2:19][CH2:20][CH3:21])=[CH:11][CH:10]=1)#[N:2].[N-:36]=[N+:37]=[N-:38].[Na+].[Cl-].[NH4+].Cl>CN(C=O)C.O>[CH2:18]([C:17]1[N:16]([CH2:15][C:12]2[CH:11]=[CH:10][C:9]([C:4]3[CH:5]=[CH:6][CH:7]=[CH:8][C:3]=3[C:1]3[NH:2][N:38]=[N:37][N:36]=3)=[CH:14][CH:13]=2)[C:23]2[CH:32]=[CH:31][C:26]([C:27]([O:29][CH3:30])=[O:28])=[CH:25][C:24]=2[N:33]=1)[CH2:19][CH2:20][CH3:21] |f:1.2,3.4|. Procedure: A mixture of methyl 4-[N-(2'-cyanobiphenyl-4-yl)methyl-N-valerylamino]-3-nitrobenzoate (1.7 g), sodium azide (3.9 g) and ammonium chloride (3.2 g) in DMF (17 ml) was stirred at 115 ° C. for 5 days. To the reaction mixture was added water and the mixture was neutralized with 1N-HCl, followed by extraction with ethyl acetate. The organic layer was washed with water, dried and concentrated to dryness. The concentrate was purified by column chromatography on silica gel to give crude crystals. Recrys...